This data is from the Open Reaction Database (ORD), a public repository of structured organic reaction records. The task is: describe an organic reaction: reactants, conditions, products, and yield Starting materials: N1=CC(=CC=C1)C#CC(=O)O (pyridin-3-ylpropynoic acid), ClC1=C(OCCN(CC)CC)C=CC(=C1)N ([2-(2-chloro-4-aminophenoxy)ethyl]diethylamine), ClCCl.CO.N (dichloromethane methanol ammonia). Product: ClC=1C=C(C=CC1OCCN(CC)CC)NC(C#CC=1C=NC=CC1)=O (3-pyridin-3-ylpropynoic acid-[3-chloro-4-(2-diethylaminoethoxy)phenyl]amide). Reaction SMILES: [N:1]1[CH:6]=[CH:5][CH:4]=[C:3]([C:7]#[C:8][C:9]([OH:11])=O)[CH:2]=1.[Cl:12][C:13]1[CH:26]=[C:25]([NH2:27])[CH:24]=[CH:23][C:14]=1[O:15][CH2:16][CH2:17][N:18]([CH2:21][CH3:22])[CH2:19][CH3:20].ClCCl.CO.N>>[Cl:12][C:13]1[CH:26]=[C:25]([NH:27][C:9](=[O:11])[C:8]#[C:7][C:3]2[CH:2]=[N:1][CH:6]=[CH:5][CH:4]=2)[CH:24]=[CH:23][C:14]=1[O:15][CH2:16][CH2:17][N:18]([CH2:21][CH3:22])[CH2:19][CH3:20] |f:2.3.4|. Procedure: Prepared analogously to Example 2.3.f. from pyridin-3-ylpropynoic acid and [2-(2-chloro-4-aminophenoxy)ethyl]diethylamine. Yield: 0.42 g (66.4% of theory); melting point: 118° C.-120° C.; C20H22ClN3O2 (M=371.86); calc.: molecular ion peak (M+H)+: 372/374; found: molecular ion peak (M+H)+: 372/374; Rf value: 0.4 (silica gel, dichloromethane/methanol/ammonia (9:1:0.1)). The reactants are Br.ClC1=C(C=C(C=C1)[N+](=O)[O-])C=1N=C(SC1)N (4-(2-chloro-5-nitrophenyl)-1,3-thiazol-2-amine hydrobromide), ClC1=C(C(=CC(=C1)Cl)C)S(=O)(=O)Cl (2,4-dichloro-6-methylbenzenesulfonyl chloride). Yields the product ClC1=C(C(=CC(=C1)Cl)C)S(=O)(=O)NC=1SC=C(N1)C1=C(C=CC(=C1)[N+](=O)[O-])Cl (2,4-Dichloro-N-[4-(2-chloro-5-nitrophenyl)-1,3-thiazol-2-yl]-6-methylbenzenesulfonamide), solid. Reaction SMILES: Br.[Cl:2][C:3]1[CH:8]=[CH:7][C:6]([N+:9]([O-:11])=[O:10])=[CH:5][C:4]=1[C:12]1[N:13]=[C:14]([NH2:17])[S:15][CH:16]=1.[Cl:18][C:19]1[CH:24]=[C:23]([Cl:25])[CH:22]=[C:21]([CH3:26])[C:20]=1[S:27](Cl)(=[O:29])=[O:28]>>[Cl:18][C:19]1[CH:24]=[C:23]([Cl:25])[CH:22]=[C:21]([CH3:26])[C:20]=1[S:27]([NH:17][C:14]1[S:15][CH:16]=[C:12]([C:4]2[CH:5]=[C:6]([N+:9]([O-:11])=[O:10])[CH:7]=[CH:8][C:3]=2[Cl:2])[N:13]=1)(=[O:29])=[O:28] |f:0.1|. Procedure: The title compound was prepared from 4-(2-chloro-5-nitrophenyl)-1,3-thiazol-2-amine hydrobromide and 2,4-dichloro-6-methylbenzenesulfonyl chloride as described in the synthetic METHOD B to give a white-yellow solid (18.4 mg) with purity >90%. MS (pos) m/z 478.0, 479.9.